Task: describe an organic reaction: reactants, conditions, products, and yield. Dataset: the Open Reaction Database (ORD), a public repository of structured organic reaction records Starting materials: N#CC1(c2cccc(Br)c2F)CCOCC1, CC(C)(C)O, CCOC(C)=O, [K+], [OH-]. The product is NC(=O)C1(c2cccc(Br)c2F)CCOCC1. Reaction SMILES: [Br:1][c:2]1[c:3]([F:16])[c:4]([C:8]2([C:14]#[N:15])[CH2:9][CH2:10][O:11][CH2:12][CH2:13]2)[cH:5][cH:6][cH:7]1.[C:19]([CH3:20])([CH3:21])([CH3:22])[OH:23].[CH3:24][CH2:25][O:26][C:27](=[O:28])[CH3:29].[K+:18].[OH-:17]>>[Br:1][c:2]1[c:3]([F:16])[c:4]([C:8]2([C:14]([NH2:15])=[O:23])[CH2:9][CH2:10][O:11][CH2:12][CH2:13]2)[cH:5][cH:6][cH:7]1. Starting materials: O=C1CCCC(=O)O1, Nc1ccccc1C=O, c1ccccc1. The product is O=Cc1ccccc1NC(=O)CCCC(=O)O. Reaction SMILES: [C:10]1(=[O:17])[CH2:11][CH2:12][CH2:13][C:14](=[O:15])[O:16]1.[NH2:1][c:2]1[c:3]([CH:4]=[O:5])[cH:6][cH:7][cH:8][cH:9]1.[cH:18]1[cH:19][cH:20][cH:21][cH:22][cH:23]1>>[NH:1]([c:2]1[c:3]([CH:4]=[O:5])[cH:6][cH:7][cH:8][cH:9]1)[C:10]([CH2:11][CH2:12][CH2:13][C:14](=[O:15])[OH:16])=[O:17]. The reactants are C(C)N1C(=O)N(C=2N=C(NC2C1=O)CO)CC (1,3-diethyl-8-hydroxymethylxanthine), S(=O)(Cl)Cl (thionyl chloride). The product is C(C)N1C(=O)N(C=2N=C(NC2C1=O)CCl)CC (1,3-diethyl-8-chloromethylxanthine). The yield is 74.3%. As a reaction SMILES: [CH2:1]([N:3]1[C:12](=[O:13])[C:11]2[NH:10][C:9]([CH2:14]O)=[N:8][C:7]=2[N:6]([CH2:16][CH3:17])[C:4]1=[O:5])[CH3:2].S(Cl)([Cl:20])=O>>[CH2:1]([N:3]1[C:12](=[O:13])[C:11]2[NH:10][C:9]([CH2:14][Cl:20])=[N:8][C:7]=2[N:6]([CH2:16][CH3:17])[C:4]1=[O:5])[CH3:2]. Reported procedure: 1 gram of 1,3-diethyl-8-hydroxymethylxanthine was added to an excess (3 grams) of thionyl chloride and the mixture was refluxed for 1 hour. The excess thionyl chloride was evaporated and the resulting residue was crystallized from hexane, to yield 1,3-diethyl-8-chloromethylxanthine (0.8 gram). The reactants are C(C)(=O)OCC (ethyl acetate), S(=O)(=O)(O)O.CN(C(=N)N)C (N,N-dimethylguanidine sulfate), [O-]CC.[Na+] (sodium ethoxide), CN(C=CC(=O)C=1C=C(C2=CC(=CC=C2C1)OC)NC(OC(C)(C)C)=O)C (tert-butyl 3-(3-(dimethylamino)acryloyl)-7-methoxynaphthalen-1-ylcarbamate), S(=O)(=O)(O)O.CN(C(=N)N)C (N,N-dimethylguanidine sulfate), [O-]CC.[Na+] (sodium ethoxide). Run in C(C)O (ethanol), C(C)O (ethanol), C(C)O (ethanol). Run at temperature 80 celsius. The product is CN(C1=NC=CC(=N1)C=1C=C(C2=CC(=CC=C2C1)OC)NC(OC(C)(C)C)=O)C (tert-butyl (3-(2-(dimethylamino)pyrimidin-4-yl)-7-methoxynaphthalen-1-yl)carbamate). Yield: 98.8%. RXN SMILES: CN(C)[CH:3]=[CH:4][C:5]([C:7]1[CH:8]=[C:9]([NH:19][C:20](=[O:26])[O:21][C:22]([CH3:25])([CH3:24])[CH3:23])[C:10]2[C:15]([CH:16]=1)=[CH:14][CH:13]=[C:12]([O:17][CH3:18])[CH:11]=2)=O.S(O)(O)(=O)=O.[CH3:33][N:34]([CH3:38])[C:35]([NH2:37])=[NH:36].[O-]CC.[Na+].C(OCC)(=O)C>C(O)C>[CH3:33][N:34]([CH3:38])[C:35]1[N:37]=[C:5]([C:7]2[CH:8]=[C:9]([NH:19][C:20](=[O:26])[O:21][C:22]([CH3:24])([CH3:23])[CH3:25])[C:10]3[C:15]([CH:16]=2)=[CH:14][CH:13]=[C:12]([O:17][CH3:18])[CH:11]=3)[CH:4]=[CH:3][N:36]=1 |f:1.2,3.4|. Procedure: To a solution of tert-butyl (3-(3-(dimethylamino)acryloyl)-7-methoxynaphthalen-1-yl)carbamate (31) (250 mg, 0.67 mmol), and N,N-dimethylguanidine sulfate (220 mg, 0.8 mmol) in ethanol (10 ml) was added 21% wt sodium ethoxide in ethanol (218 μl, 0.67 mmol). The mixture was heated to 80° C. for 24 hours followed by addition of N,N-dimethylguanidine sulfate (110 mg, 0.4 mmol) and 21% wt sodium ethoxide in ethanol (100 μl). After a further 2 days at 80° C. the mixture was poured into ethyl acetate (... The reactants are FC1=C2CC(NC2=CC=C1[N+](=O)[O-])=O (1,3-dihydro-4-fluoro-5-nitro-2H-indol-2-one), FC1=C2CC(NC2=CC=C1[N+](=O)[O-])=O (1,3-dihydro-4-fluoro-5-nitro-2H-indol-2-one), N1C(=CC=C1)C=O (pyrrole-2-carboxaldehyde), [OH-].C(CCC)[N+](CCCC)(CCCC)CCCC (tetrabutyl ammonium hydroxide). Run in CO (MeOH). Run at time 12 hour. Product: FC1=C2/C(/C(NC2=CC=C1[N+](=O)[O-])=O)=C/C=1NC=CC1 ((Z)-1,3-Dihydro-4-fluoro-5-nitro-3-[(1H-pyrrol-2-yl)methylene]-2H-indol-2-one). Reaction SMILES: [F:1][C:2]1[C:10]([N+:11]([O-:13])=[O:12])=[CH:9][CH:8]=[C:7]2[C:3]=1[CH2:4][C:5](=[O:14])[NH:6]2.[NH:15]1[CH:19]=[CH:18][CH:17]=[C:16]1[CH:20]=O.[OH-].C([N+](CCCC)(CCCC)CCCC)CCC>CO>[F:1][C:2]1[C:10]([N+:11]([O-:13])=[O:12])=[CH:9][CH:8]=[C:7]2[C:3]=1/[C:4](=[CH:20]/[C:16]1[NH:15][CH:19]=[CH:18][CH:17]=1)/[C:5](=[O:14])[NH:6]2 |f:2.3|. Procedure: To a solution of 1,3-dihydro-4-fluoro-5-nitro-2H-indol-2-one (400 mg, 2.04 mmol) (Starting Material 10) in MeOH (4 mL), was successively added at room temperature pyrrole-2-carboxaldehyde (220 mg, 2.25 mmol) (Aldrich) and tetrabutyl ammonium hydroxide (4.5 mL, 1.0 M solution in MeOH)(Aldrich). The mixture was stirred at r.t. for 12 h, then quenched with 1N HCl. The yellow precipitate was collected by suction filtration, washed with water and dried in a vacuum oven. (Yield 510 mg, 92%). Yields the product Cn1cncc1CC(Oc1ccc(CCc2ccc(F)cc2)c(C(=O)O)n1)c1ccc(F)cc1. Reactants: CO, COC(=O)c1nc(OC(Cc2cncn2C)c2ccc(F)cc2)ccc1CCc1ccc(F)cc1, [Na+], [OH-], O. As a reaction SMILES: [CH3:39][OH:40].[F:1][c:2]1[cH:3][cH:4][c:5]([CH2:6][CH2:7][c:8]2[c:9]([C:30](=[O:31])[O:32][CH3:33])[n:10][c:11]([O:14][CH:15]([CH2:16][c:17]3[cH:18][n:19][cH:20][n:21]3[CH3:22])[c:23]3[cH:24][cH:25][c:26]([F:29])[cH:27][cH:28]3)[cH:12][cH:13]2)[cH:34][cH:35]1.[Na+:37].[OH-:36].[OH2:38]>>[F:1][c:2]1[cH:3][cH:4][c:5]([CH2:6][CH2:7][c:8]2[c:9]([C:30](=[O:31])[OH:32])[n:10][c:11]([O:14][CH:15]([CH2:16][c:17]3[cH:18][n:19][cH:20][n:21]3[CH3:22])[c:23]3[cH:24][cH:25][c:26]([F:29])[cH:27][cH:28]3)[cH:12][cH:13]2)[cH:34][cH:35]1. The reactants are C(#N)C1(CCC(CC1)=O)C1=CC(=C(C=C1)OC)OC1CCCC1 (4-cyano-4-[3-cyclopentyloxy-4-methoxyphenyl)cyclohexan-1-one), Cl (hydrochloric acid), C1(=CC=CC=C1)O (phenol), FC1=CC=C(CBr)C=C1 (4-fluorobenzyl bromide), C([O-])([O-])=O.[K+].[K+] (potassium carbonate). The solvent is O (water), O (water), CO (methanol), CN(C=O)C (dimethylformamide). Reaction conditions: temperature 90 celsius. Yields the product C(#N)C1(CCC(CC1)=O)C1=CC(=C(C=C1)OCC1=CC=C(C=C1)F)OC1CCCC1 (4-Cyano-4-[3-cyclopentyloxy-4-(4-fluorobenzyloxy)phenyl]cyclohexan-1-one). Isolated yield 61.4%. As a reaction SMILES: [C:1]([C:3]1([C:10]2[CH:15]=[CH:14][C:13]([O:16][CH3:17])=[C:12]([O:18][CH:19]3[CH2:23][CH2:22][CH2:21][CH2:20]3)[CH:11]=2)[CH2:8][CH2:7][C:6](=[O:9])[CH2:5][CH2:4]1)#[N:2].Cl.C1(O)C=CC=CC=1.[F:32][C:33]1[CH:40]=[CH:39][C:36](CBr)=[CH:35][CH:34]=1.C(=O)([O-])[O-].[K+].[K+]>CO.O.CN(C)C=O>[C:1]([C:3]1([C:10]2[CH:15]=[CH:14][C:13]([O:16][CH2:17][C:36]3[CH:39]=[CH:40][C:33]([F:32])=[CH:34][CH:35]=3)=[C:12]([O:18][CH:19]3[CH2:23][CH2:22][CH2:21][CH2:20]3)[CH:11]=2)[CH2:8][CH2:7][C:6](=[O:9])[CH2:5][CH2:4]1)#[N:2] |f:4.5.6|. Reported procedure: A solution of 4-cyano-4-[3-cyclopentyloxy-4-methoxyphenyl)cyclohexan-1-one (0.75 g, 2.4 mmol) and concentrated hydrochloric acid (2 mL) in methanol (10 mL) was heated at reflux under an argon atmosphere for 2 h. The mixture was cooled, was diluted with water and was extracted three times with methylene chloride. The organic extract was dried (magnesium sulfate) and was evaporated to the phenol (0.54 g, 92%). A vigorously stirred mixture of this phenol, 4-fluorobenzyl bromide (0.83 mL, 6.6 mmol) ... The reactants are CSC1=NC=C(C=N1)C#C[Si](C)(C)C (2-(methylthio)-5-[(trimethylsilyl)ethynyl]pyrimidine), FC(S(=O)(=O)OC=1CCN(CC1)S(=O)(=O)CC1(NC(NC1=O)=O)C)(F)F (1-{[(4-methyl-2,5-dioxoimidazolidin-4-yl)methyl]sulfonyl}-1,2,3,6-tetrahydropyridin-4-yl trifluoromethanesulfonate). Reagents/catalysts: [Cu]I (CuI), Cl[Pd]([P](C1=CC=CC=C1)(C2=CC=CC=C2)C3=CC=CC=C3)([P](C4=CC=CC=C4)(C5=CC=CC=C5)C6=CC=CC=C6)Cl (PdCl2(PPh3)2). The solvent is CN(C)C=O (DMF). Conditions: temperature 85 celsius. Product: C[C@]1(C(NC(N1)=O)=O)CS(=O)(=O)N1CCC(=CC1)C#CC=1C=NC(=NC1)SC ((5S)-5-Methyl-5-({[4-{[2-(methylthio)pyrimidin-5-yl]ethynyl}-3,6-dihydropyridin-1(2H) -yl]sulfonyl}methyl)imidazolidine-2,4-dione), solid. As a reaction SMILES: [CH3:1][S:2][C:3]1[N:8]=[CH:7][C:6]([C:9]#[C:10][Si](C)(C)C)=[CH:5][N:4]=1.FC(F)(F)S(O[C:21]1[CH2:22][CH2:23][N:24]([S:27]([CH2:30][C:31]2([CH3:38])[C:35](=[O:36])[NH:34][C:33](=[O:37])[NH:32]2)(=[O:29])=[O:28])[CH2:25][CH:26]=1)(=O)=O>CN(C=O)C.[Cu]I.Cl[Pd](Cl)([P](C1C=CC=CC=1)(C1C=CC=CC=1)C1C=CC=CC=1)[P](C1C=CC=CC=1)(C1C=CC=CC=1)C1C=CC=CC=1>[CH3:38][C@:31]1([CH2:30][S:27]([N:24]2[CH2:23][CH:22]=[C:21]([C:10]#[C:9][C:6]3[CH:5]=[N:4][C:3]([S:2][CH3:1])=[N:8][CH:7]=3)[CH2:26][CH2:25]2)(=[O:29])=[O:28])[NH:32][C:33](=[O:37])[NH:34][C:35]1=[O:36] |^1:50,69|. Procedure details: The title compound was prepared by the general method described by Nishihara et al., J. Org. Chem., 2000, 65, 1780-1787. To a solution of 2-(methylthio)-5-[(trimethylsilyl)ethynyl]pyrimidine (0.55 g, 2.47 mmol) and 1-{[(4-methyl-2,5-dioxoimidazolidin-4-yl)methyl]sulfonyl}-1,2,3,6-tetrahydropyridin-4-yl trifluoromethanesulfonate (0.94 g, 2.22 mmol) in DMF (5 mL) was added CuI (10 mol %) and PdCl2(PPh3)2 (5 mol %) and the mixture was heated at 85° C. for 6 hours. The mixture was partitioned betwee... Reaction SMILES: [CH2:33]([Cl:34])[Cl:35].[Cl:6][c:7]1[c:8]([NH:9][c:10]2[c:11]([CH2:15][C:16]#[N:17])[cH:12][s:13][cH:14]2)[c:18]([Cl:22])[cH:19][cH:20][cH:21]1.[Na+:29].[Na+:30].[Na+:32].[OH-:31].[S:1]([Cl:2])(=[O:3])([Cl:4])=[O:5].[S:23]([S:24]([O-:25])=[O:26])([O-:27])=[O:28]>>[Cl:4][c:14]1[c:10]([NH:9][c:8]2[c:7]([Cl:6])[cH:21][cH:20][cH:19][c:18]2[Cl:22])[c:11]([CH2:15][C:16]#[N:17])[cH:12][s:13]1. Starting materials: ClCCl, N#CCc1cscc1Nc1c(Cl)cccc1Cl, [Na+], [Na+], [Na+], [OH-], O=S(=O)(Cl)Cl, O=S([O-])S(=O)[O-]. The product is N#CCc1csc(Cl)c1Nc1c(Cl)cccc1Cl.